This data is from the Open Reaction Database (ORD), a public repository of structured organic reaction records. The task is: describe an organic reaction: reactants, conditions, products, and yield The reactants are CC(C)(C)OC(=O)N1CCNCC1, CC1=C(C=CC(=C1)F)Br. Reagents/catalysts: C(=O)([O-])[O-].[Cs+].[Cs+], C1=CC=C(C=C1)P(C2=CC=CC=C2)C3=C(C4=CC=CC=C4C=C3)C5=C(C=CC6=CC=CC=C65)P(C7=CC=CC=C7)C8=CC=CC=C8, C1=CC=C(C=C1)/C=C/C(=O)/C=C/C2=CC=CC=C2.C1=CC=C(C=C1)/C=C/C(=O)/C=C/C2=CC=CC=C2.C1=CC=C(C=C1)/C=C/C(=O)/C=C/C2=CC=CC=C2.[Pd].[Pd]. Solvent: CC1=CC=CC=C1. Run at temperature 110 celsius. The product is CC1=C(C=CC(=C1)F)N2CCN(CC2)C(=O)OC(C)(C)C. Isolated yield 16.0%. Procedure: In a 200ml flask was added 1-bromo-4-fluoro-2-methylbenzene (2 g, 10.58 mmol) and TERT-BUTYL 1-PIPERAZINECARBOXYLATE (2.365 g, 12.70 mmol), CESIUM CARBONATE (5.17 g, 15.87 mmol) , BINAP (0.791 g, 1.27 mmol) 18-CROWN-6 (0.336 g, 1.27 mmol), followed by toluene (25 ml). Degass the mixture. TRIS(DIBENZYLIDENEACETONE)DIPALLADIUM(0) (0.581 g, 0.63 mmol) was added. Heat at 110oC under nitrogen in an oil bath for overnight.  The reaction mixture was diluted with ethyl acetate and filtered through celit... Starting materials: O=C1CCN(CC1)C(=O)OC(C)(C)C (tert-butyl 4-oxopiperidine-1-carboxylate), C1(CC1)N (cyclopropylamine), C(C)(=O)O[BH-](OC(C)=O)OC(C)=O.[Na+] (sodium triacetoxyborohydride). The reagents and catalysts are C(C)(=O)O (acetic acid). The solvent is ClC(C)Cl (dichloroethane), ClCCl (dichloromethane). Reaction conditions: time 8 hour. Yields the product C1(CC1)NC1CCN(CC1)C(=O)OC(C)(C)C (tert-Butyl 4-(cyclopropylamino)piperidine-1-carboxylate). As a reaction SMILES: O=[C:2]1[CH2:7][CH2:6][N:5]([C:8]([O:10][C:11]([CH3:14])([CH3:13])[CH3:12])=[O:9])[CH2:4][CH2:3]1.[CH:15]1([NH2:18])[CH2:17][CH2:16]1.C(O[BH-](OC(=O)C)OC(=O)C)(=O)C.[Na+]>ClC(Cl)C.C(O)(=O)C.ClCCl>[CH:15]1([NH:18][CH:2]2[CH2:7][CH2:6][N:5]([C:8]([O:10][C:11]([CH3:14])([CH3:13])[CH3:12])=[O:9])[CH2:4][CH2:3]2)[CH2:17][CH2:16]1 |f:2.3|. Reported procedure: To a solution of tert-butyl 4-oxopiperidine-1-carboxylate 90.3 g, 1.5 mmol) in dichloroethane (10 mL) was add cyclopropylamine (0.13 mL, 1.95 mmol), sodium triacetoxyborohydride (0.48 g, 2.26 mmol) and a few drops of acetic acid. The reaction mixture was stirred at ambient temperature overnight. The reaction mixture was then diluted with dichloromethane and washed with NaHCO3 solution. The organic phase was separated and then dried over MgSO4. Following concentration, the residue was chromatogra... Starting materials: ClCC=1C=NC=C(C1)C1=CC(=C(C(=C1)OC)OC)OC (3-Chloromethyl-5-(3,4,5-trimethoxyphenyl)pyridine), N1CCNCCC1 (homopiperazine). Product: COC=1C=C(C=C(C1OC)OC)C=1C=C(C=NC1)CN1CCN(CCC1)CC=1C=NC=C(C1)C1=CC(=C(C(=C1)OC)OC)OC (N,N′-bis[[5-(3,4,5-Trimethoxyphenyl)pyridin-3-yl]methyl]homopiperazine). Reaction SMILES: Cl[CH2:2][C:3]1[CH:4]=[N:5][CH:6]=[C:7]([C:9]2[CH:14]=[C:13]([O:15][CH3:16])[C:12]([O:17][CH3:18])=[C:11]([O:19][CH3:20])[CH:10]=2)[CH:8]=1.[NH:21]1[CH2:27][CH2:26][CH2:25][NH:24][CH2:23][CH2:22]1>>[CH3:20][O:19][C:11]1[CH:10]=[C:9]([C:7]2[CH:8]=[C:3]([CH2:2][N:21]3[CH2:27][CH2:26][CH2:25][N:24]([CH2:2][C:3]4[CH:4]=[N:5][CH:6]=[C:7]([C:9]5[CH:14]=[C:13]([O:15][CH3:16])[C:12]([O:17][CH3:18])=[C:11]([O:19][CH3:20])[CH:10]=5)[CH:8]=4)[CH2:23][CH2:22]3)[CH:4]=[N:5][CH:6]=2)[CH:14]=[C:13]([O:15][CH3:16])[C:12]=1[O:17][CH3:18]. Procedure details: 3-Chloromethyl-5-(3,4,5-trimethoxyphenyl)pyridine (70 mg) and homopiperazine (12 mg) were reacted in the same manner as in Example 1 to obtain the title compound as a free base. Yield: 56 mg (76%). 1H-NMR (400 MHz, CDCl3) δ: 1.85 (br, 2H), 2.73 (br, 4H), 2.79 (t, 4H, J=5.9 Hz), 3.73 (s, 4H), 3.90 (s, 6H), 3.94 (s, 12H), 6.76 (s, 4H), 7.82 (s, 2H), 8.53 (d, 2H, J=2.0 Hz), 8.68 (d, 2H, J=2.1 Hz). m/z (EI): 614 [M+].